From a dataset of the Open Reaction Database (ORD), a public repository of structured organic reaction records. describe an organic reaction: reactants, conditions, products, and yield Solvent: O1CCOCC1 (dioxane), O1CCOCC1 (dioxane). Reaction SMILES: [CH3:1][N:2]1[CH2:7][CH2:6][O:5][C@@H:4]([CH2:8][O:9][C:10]2[CH:15]=[CH:14][CH:13]=[CH:12][C:11]=2[CH2:16][CH2:17][C:18]2[CH:23]=[CH:22][CH:21]=[CH:20][CH:19]=2)[CH2:3]1.[ClH:24]>O1CCOCC1>[ClH:24].[CH3:1][N:2]1[CH2:7][CH2:6][O:5][C@@H:4]([CH2:8][O:9][C:10]2[CH:15]=[CH:14][CH:13]=[CH:12][C:11]=2[CH2:16][CH2:17][C:18]2[CH:23]=[CH:22][CH:21]=[CH:20][CH:19]=2)[CH2:3]1 |f:3.4|. Procedure details: 0.800 g of (R)-4-methyl-2-[2-(2-phenylethyl)phenoxymethyl]morpholine [prepared as described in step (a) above] was dissolved in 10 ml of dioxane, and 0.8 ml of a 4N solution of hydrogen chloride in dioxane was added to the solution. The mixture was then concentrated by distillation under reduced pressure. The resulting oil was dissolved in 15 ml of ethyl acetate and allowed to stand at room temperature. The crystals which precipitated were collected by filtration and dried in vacuo, to give 0.54... The yield is 61.0%. Reactants: solution, Cl (hydrogen chloride), CN1C[C@@H](OCC1)COC1=C(C=CC=C1)CCC1=CC=CC=C1 ((R)-4-methyl-2-[2-(2-phenylethyl)phenoxymethyl]morpholine). Product: Cl.CN1C[C@@H](OCC1)COC1=C(C=CC=C1)CCC1=CC=CC=C1 ((R)-4-Methyl-2-[2-(2-phenylethyl)phenoxymethyl]morpholine hydrochloride). The reactants are C1CC1NC2=CC(=NC3=C(C=NN23)C#N)Cl, CS(=O)(=O)CC1=C(C=CC(=C1)N)Cl. The reagents and catalysts are C(=O)([O-])[O-].[Cs+].[Cs+], CC1(C2=C(C(=CC=C2)P(C3=CC=CC=C3)C4=CC=CC=C4)OC5=C1C=CC=C5P(C6=CC=CC=C6)C7=CC=CC=C7)C, C1=CC=C(C=C1)/C=C/C(=O)/C=C/C2=CC=CC=C2.C1=CC=C(C=C1)/C=C/C(=O)/C=C/C2=CC=CC=C2.C1=CC=C(C=C1)/C=C/C(=O)/C=C/C2=CC=CC=C2.[Pd].[Pd]. Run in CC(=O)N(C)C. Run at temperature 150 celsius. The product is CS(=O)(=O)CC1=C(C=CC(=C1)NC2=NC3=C(C=NN3C(=C2)NC4CC4)C#N)Cl. Isolated yield 35.0%. Procedure: In a 40mL vial (t=g) was 5-chloro-7-(cyclopropylamino)pyrazolo[1,5-a]pyrimidine-3-carbonitrile (88 mg, 0.38 mmol), [Reactants], and cesium carbonate (135 mg, 0.41 mmol) in DMA (0.5 mL) ([VOLUME]),Pd2(dba)3 (17.24 mg, 0.02 mmol) and (9,9-dimethyl-9H-xanthene-4,5-diyl)bis(diphenylphosphine) (21.79 mg, 0.04 mmol) were added.  to give a brown suspension. The vial was filled with N2,  150C microwave for 30 min. LCMS showed completion.  added DMF(3 mL), filtered through celite. concentrated. The resid...